This data is from the Open Reaction Database (ORD), a public repository of structured organic reaction records. The task is: describe an organic reaction: reactants, conditions, products, and yield Reactants: IC1=CC(=CC=C1)I (1,3-diiodobenzene), C(C)B(C=1C=NC=CC1)CC (3-(diethylboryl)pyridine), tetrakis(triphenlyphosphine)palladium(0), CN(C)C=O (DMF). The solvent is O (water). Product: IC=1C=C(C=CC1)C=1C=NC=CC1 (3-(3-iodophenyl)pyridine). As a reaction SMILES: I[C:2]1[CH:7]=[CH:6][CH:5]=[C:4]([I:8])[CH:3]=1.C(B(CC)[C:12]1[CH:13]=[N:14][CH:15]=[CH:16][CH:17]=1)C.CN(C=O)C>O>[I:8][C:4]1[CH:3]=[C:2]([C:12]2[CH:13]=[N:14][CH:15]=[CH:16][CH:17]=2)[CH:7]=[CH:6][CH:5]=1. Procedure: A solution of 1,3-diiodobenzene (1.10 g, 3.3 mmol), 3-(diethylboryl)pyridine (0.48 g, 3.3 mmol), tetrakis(triphenlyphosphine)palladium(0) (0.010 g, 0.0086 mmol) potassium carbonate (0.922 g, 6.64 mmol), in mixed solvent of 3 mL DMF and 1 mL water, was heated at 150° C. for 5 minutes under microwave irradiation. The reaction mixture was quenched with H2O (30 mL), then extracted with EtOAc (3×30 mL) and the combined organic extracts washed with brine. The organic phase was dried over Na2SO4 and co...